This data is from the Open Reaction Database (ORD), a public repository of structured organic reaction records. The task is: describe an organic reaction: reactants, conditions, products, and yield Starting materials: ClC1=NC=CC(=C1)C1=NC(=CC(=C1)C)C1=CC=C(C=C1)C(F)(F)F (2′-chloro-4-methyl-6-(4-trifluoromethyl-phenyl)-[2,4′]bipyridinyl), [N+](=O)([O-])C=1C=C(C=CC1)B(O)O (3-nitrophenylboronic acid). Yields the product CC1=CC(=NC(=C1)C1=CC=C(C=C1)C(F)(F)F)C1=CC(=NC=C1)C1=CC(=CC=C1)[N+](=O)[O-] (4-methyl-2′-(3-nitro-phenyl)-6-(4-trifluoromethyl-phenyl)-[2,4′]bipyridinyl), solid. Yield: 66.0%. Reaction SMILES: Cl[C:2]1[CH:7]=[C:6]([C:8]2[CH:13]=[C:12]([CH3:14])[CH:11]=[C:10]([C:15]3[CH:20]=[CH:19][C:18]([C:21]([F:24])([F:23])[F:22])=[CH:17][CH:16]=3)[N:9]=2)[CH:5]=[CH:4][N:3]=1.[N+:25]([C:28]1[CH:29]=[C:30](B(O)O)[CH:31]=[CH:32][CH:33]=1)([O-:27])=[O:26]>>[CH3:14][C:12]1[CH:11]=[C:10]([C:15]2[CH:20]=[CH:19][C:18]([C:21]([F:24])([F:23])[F:22])=[CH:17][CH:16]=2)[N:9]=[C:8]([C:6]2[CH:5]=[CH:4][N:3]=[C:2]([C:32]3[CH:31]=[CH:30][CH:29]=[C:28]([N+:25]([O-:27])=[O:26])[CH:33]=3)[CH:7]=2)[CH:13]=1. Procedure details: The 4-methyl-2′-(3-nitro-phenyl)-6-(4-trifluoromethyl-phenyl)-[2,4′]bipyridinyl was prepared from 2′-chloro-4-methyl-6-(4-trifluoromethyl-phenyl)-[2,4′]bipyridinyl (example E.94) (1.25 g, 3.6 mmol) and commercially available 3-nitrophenylboronic acid (0.718 g, 4.3 mmol) according to the general procedure VI. Obtained as a light brown solid (1.03 g, 66%). MS (ISP) 436.1 [(M+H)+]; mp 91° C. Starting materials: CC(=Cc1ccc(CO)cc1)c1ccc2c(c1)C(C)(C)CCO2, CC(=O)Cl, c1ccncc1. Product: CC(=O)OCc1ccc(C=C(C)c2ccc3c(c2)C(C)(C)CCO3)cc1. Reaction SMILES: [CH3:1][C:2]1([CH3:23])[CH2:3][CH2:4][O:5][c:6]2[cH:7][cH:8][c:9]([C:12](=[CH:13][c:14]3[cH:15][cH:16][c:17]([CH2:18][OH:19])[cH:20][cH:21]3)[CH3:22])[cH:10][c:11]21.[CH3:24][C:25]([Cl:26])=[O:27].[cH:28]1[cH:29][cH:30][n:31][cH:32][cH:33]1>>[CH3:1][C:2]1([CH3:23])[CH2:3][CH2:4][O:5][c:6]2[cH:7][cH:8][c:9]([C:12](=[CH:13][c:14]3[cH:15][cH:16][c:17]([CH2:18][O:19][C:25]([CH3:24])=[O:27])[cH:20][cH:21]3)[CH3:22])[cH:10][c:11]21. The reactants are OC1=CC2=CC=CC=C2C=C1O (2,3-dihydroxynaphthalene), OC1=CC=C(C2=C(C=CC(=C12)O)O)O (1,4,5,8-tetrahydroxynaphthalene). Product: OC1(CC=C(C2=C(C=CC(=C12)O)O)O)C=O (1,4,5,8-tetrahydroxynaphthalene-formaldehyde). RXN SMILES: [OH:1][C:2]1C(O)=CC2C(=CC=CC=2)C=1.[OH:13][C:14]1[C:23]2[C:18](=[C:19]([OH:25])[CH:20]=[CH:21][C:22]=2[OH:24])[C:17]([OH:26])=[CH:16][CH:15]=1>>[OH:13][C:14]1([CH:2]=[O:1])[C:23]2[C:18](=[C:19]([OH:25])[CH:20]=[CH:21][C:22]=2[OH:24])[C:17]([OH:26])=[CH:16][CH2:15]1. Procedure details: The procedure of Production Example 5 was repeated, except that the 2,3-dihydroxynaphthalene was replaced with 1,4,5,8-tetrahydroxynaphthalene, to give a 1,4,5,8-tetrahydroxynaphthalene-formaldehyde condensate. Starting materials: C1(=CC=CC=C1)S(=O)(=O)Cl (Benzenesulfonyl chloride), C(C)OCC=1N(C2=C(C=NC=3C=C(C=CC23)N2C(CCC2)=O)N1)CCCOC(C)C (1-[2-Ethoxymethyl-1-(3-isopropoxypropyl)-1H-imidazo[4,5-c]quinolin-7-yl]pyrrolidin-2-one), [OH-].[NH4+] (Ammonium hydroxide), ClC=1C=C(C(=O)OO)C=CC1 (3-Chloroperoxybenzoic acid). The solvent is C(Cl)(Cl)Cl (chloroform). Reaction conditions: temperature 2 celsius, time 16 hour. Product: NC1=NC=2C=C(C=CC2C2=C1N=C(N2CCCOC(C)C)COCC)N2C(CCC2)=O (1-[4-amino-2-ethoxymethyl-1-(3-isopropoxypropyl)-1H-imidazo[4,5-c]quinolin-7-yl]pyrrolidin-2-one). As a reaction SMILES: [CH2:1]([O:3][CH2:4][C:5]1[N:6]([CH2:24][CH2:25][CH2:26][O:27][CH:28]([CH3:30])[CH3:29])[C:7]2[C:16]3[CH:15]=[CH:14][C:13]([N:17]4[CH2:21][CH2:20][CH2:19][C:18]4=[O:22])=[CH:12][C:11]=3[N:10]=[CH:9][C:8]=2[N:23]=1)[CH3:2].ClC1C=C(C=CC=1)C(OO)=O.[OH-].[NH4+:43].C1(S(Cl)(=O)=O)C=CC=CC=1>C(Cl)(Cl)Cl>[NH2:43][C:9]1[C:8]2[N:23]=[C:5]([CH2:4][O:3][CH2:1][CH3:2])[N:6]([CH2:24][CH2:25][CH2:26][O:27][CH:28]([CH3:29])[CH3:30])[C:7]=2[C:16]2[CH:15]=[CH:14][C:13]([N:17]3[CH2:21][CH2:20][CH2:19][C:18]3=[O:22])=[CH:12][C:11]=2[N:10]=1 |f:2.3|. Procedure details: 1-[2-Ethoxymethyl-1-(3-isopropoxypropyl)-1H-imidazo[4,5-c]quinolin-7-yl]pyrrolidin-2-one (0.38 g) was dissolved in chloroform (10 mL). 3-Chloroperoxybenzoic acid (60% pure, 0.37 g) was added in one portion and the mixture was allowed to stir for 16 hours. Ammonium hydroxide (10 mL) was added and the biphasic mixture was cooled to 2° C. with an ice/water bath. Benzenesulfonyl chloride (0.22 mL) was added and the reaction was stirred for 3 hours. The layers were separated and the aqueous fraction ...